This data is from the Open Reaction Database (ORD), a public repository of structured organic reaction records. The task is: describe an organic reaction: reactants, conditions, products, and yield Starting materials: C1(CCC1)C=1C=C(CO)C=CC1 (3-cyclobutylbenzyl alcohol), P(Br)(Br)Br (PBr3). Run in C(Cl)Cl (CH2Cl2). Yields the product C1(CCC1)C=1C=C(CBr)C=CC1 (3-cyclobutyl benzyl bromide). Isolated yield 89.0%. Reaction SMILES: [CH:1]1([C:5]2[CH:6]=[C:7]([CH:10]=[CH:11][CH:12]=2)[CH2:8]O)[CH2:4][CH2:3][CH2:2]1.P(Br)(Br)[Br:14]>C(Cl)Cl>[CH:1]1([C:5]2[CH:6]=[C:7]([CH:10]=[CH:11][CH:12]=2)[CH2:8][Br:14])[CH2:4][CH2:3][CH2:2]1. Reported procedure: According to example 17, 1.29 g of 3-cyclobutylbenzyl alcohol was treated with 0.26 mL of PBr3 in 15 mL of anhydrous CH2Cl2 to afford 1.69 g of crude product (92% pure by 1H-NMR). This material was purified by flash chromatography on 65 g of silica gel (hexane) to afford 1.59 g (89%) of 3-cyclobutyl benzyl bromide as a clear liquid. Starting materials: CCO, CC1(C)OCC(Cn2ccc([N+](=O)[O-])n2)O1, [H][H]. The product is CC1(C)OCC(Cn2ccc(N)n2)O1. As a reaction SMILES: [CH3:19][CH2:20][OH:21].[CH3:1][C:2]1([CH3:16])[O:3][CH2:4][CH:5]([CH2:7][n:8]2[n:9][c:10]([N+:13]([O-:14])=[O:15])[cH:11][cH:12]2)[O:6]1.[H:17][H:18]>>[CH3:1][C:2]1([CH3:16])[O:3][CH2:4][CH:5]([CH2:7][n:8]2[n:9][c:10]([NH2:13])[cH:11][cH:12]2)[O:6]1.